From a dataset of the Open Reaction Database (ORD), a public repository of structured organic reaction records. describe an organic reaction: reactants, conditions, products, and yield The reactants are Cl.ClC1=NC=NC2=CC(=C(C=C12)OCCOC)OCCOC (4-chloro-6,7-di-(2-methoxyethoxy)quinazoline hydrochloride), NC1=CC(=C(C(=O)C2=CC=CC=C2)C=C1)Cl (4-amino-2-chlorobenzophenone). Yields the product Cl.C(C1=CC=CC=C1)(=O)C1=C(C=C(NC2=NC=NC3=CC(=C(C=C23)OCCOC)OCCOC)C=C1)Cl (4-(4-benzoyl-3-chloroanilino)-6,7-di-(2-methoxyethoxy)quinazoline hydrochloride salt). Isolated yield 32.0%. Reaction SMILES: Cl.[Cl:2][C:3]1[C:12]2[C:7](=[CH:8][C:9]([O:18][CH2:19][CH2:20][O:21][CH3:22])=[C:10]([O:13][CH2:14][CH2:15][O:16][CH3:17])[CH:11]=2)[N:6]=[CH:5][N:4]=1.[NH2:23][C:24]1[CH:37]=[CH:36][C:27]([C:28]([C:30]2[CH:35]=[CH:34][CH:33]=[CH:32][CH:31]=2)=[O:29])=[C:26]([Cl:38])[CH:25]=1>>[ClH:2].[C:28]([C:27]1[CH:36]=[CH:37][C:24]([NH:23][C:3]2[C:12]3[C:7](=[CH:8][C:9]([O:18][CH2:19][CH2:20][O:21][CH3:22])=[C:10]([O:13][CH2:14][CH2:15][O:16][CH3:17])[CH:11]=3)[N:6]=[CH:5][N:4]=2)=[CH:25][C:26]=1[Cl:38])(=[O:29])[C:30]1[CH:31]=[CH:32][CH:33]=[CH:34][CH:35]=1 |f:0.1,3.4|. Reported procedure: Using an analogous procedure to that described in Example 1, 4-chloro-6,7-di-(2-methoxyethoxy)quinazoline hydrochloride was reacted with 4-amino-2-chlorobenzophenone to give 4-(4-benzoyl-3-chloroanilino)-6,7-di-(2-methoxyethoxy)quinazoline hydrochloride salt in 32% yield, m.p. 242°-244° C.; The reactants are [H-].[Al+3].[Li+].[H-].[H-].[H-] (lithium aluminum hydride), C(C)OC(=O)CCN1CCN(CC1)C1=CC=CC=C1 (1-(2-ethoxycarbonylethyl)-4-phenylpiperazine), [H-].[Al+3].[Li+].[H-].[H-].[H-] (lithium aluminum hydride). Run in O1CCCC1 (tetrahydrofuran), O1CCCC1 (tetrahydrofuran). Conditions: time 2 hour. Product: OCCCN1CCN(CC1)C1=CC=CC=C1 (1-(3-hydroxy-n-propyl)-4-phenyl-piperazine). The yield is 94.2%. As a reaction SMILES: C([O:3][C:4]([CH2:6][CH2:7][N:8]1[CH2:13][CH2:12][N:11]([C:14]2[CH:19]=[CH:18][CH:17]=[CH:16][CH:15]=2)[CH2:10][CH2:9]1)=O)C.[H-].[Al+3].[Li+].[H-].[H-].[H-]>O1CCCC1>[OH:3][CH2:4][CH2:6][CH2:7][N:8]1[CH2:9][CH2:10][N:11]([C:14]2[CH:19]=[CH:18][CH:17]=[CH:16][CH:15]=2)[CH2:12][CH2:13]1 |f:1.2.3.4.5.6|. Procedure details: 6.75 g of 1-(2-ethoxycarbonylethyl)-4-phenylpiperazine are dissolved in 100 ml of anhydrous tetrahydrofuran, and the solution is added dropwise at a temperature below 5° C. to a suspension of 1.96 g of lithium aluminum hydride in 200 ml of anhydrous tetrahydrofuran. The mixture is stirred at the same temperature for 2 hours. After decomposing an excess of lithium aluminum hydride, insoluble materials are removed by filtration. The filtrate is concentrated under reduced pressure to dryness, and t... Starting materials: COC(=O)C=1C(=C2C=C(C(N(C2=C(N1)C1=CC=NC=C1)CC(CC)CC)=O)C1=CC=CC=C1)O (1-(2-ethyl-butyl)-5-hydroxy-2-oxo-3-phenyl-8-pyridin-4-yl-1,2-dihydro-[1,7]naphthyridine-6-carboxylic acid methyl ester), NCCC(=O)O (β-alanine), C[O-].[Na+] (NaOMe). The solvent is C(=O)(O)[O-].[Na+] (NaHCO3). The product is C(C)C(CN1C(C(=CC2=C(C(=NC(=C12)C1=CC=NC=C1)C(=O)NCCC(=O)O)O)C1=CC=CC=C1)=O)CC (3-{[1-(2-Ethyl-butyl)-5-hydroxy-2-oxo-3-phenyl-8-pyridin-4-yl-1,2-dihydro-[1,7]naphthyridine-6-carbonyl]-amino}-propionic acid). Isolated yield 41.2%. RXN SMILES: CO[C:3]([C:5]1[C:6]([OH:34])=[C:7]2[C:12](=[C:13]([C:15]3[CH:20]=[CH:19][N:18]=[CH:17][CH:16]=3)[N:14]=1)[N:11]([CH2:21][CH:22]([CH2:25][CH3:26])[CH2:23][CH3:24])[C:10](=[O:27])[C:9]([C:28]1[CH:33]=[CH:32][CH:31]=[CH:30][CH:29]=1)=[CH:8]2)=[O:4].[NH2:35][CH2:36][CH2:37][C:38]([OH:40])=[O:39].C[O-].[Na+]>C([O-])(O)=O.[Na+]>[CH2:25]([CH:22]([CH2:23][CH3:24])[CH2:21][N:11]1[C:12]2[C:7](=[C:6]([OH:34])[C:5]([C:3]([NH:35][CH2:36][CH2:37][C:38]([OH:40])=[O:39])=[O:4])=[N:14][C:13]=2[C:15]2[CH:20]=[CH:19][N:18]=[CH:17][CH:16]=2)[CH:8]=[C:9]([C:28]2[CH:29]=[CH:30][CH:31]=[CH:32][CH:33]=2)[C:10]1=[O:27])[CH3:26] |f:2.3,4.5|. Reported procedure: A mixture of 1-(2-ethyl-butyl)-5-hydroxy-2-oxo-3-phenyl-8-pyridin-4-yl-1,2-dihydro-[1,7]naphthyridine-6-carboxylic acid methyl ester (30 mg, 0.066 mmol), β-alanine (585 mg, 6.6 mmol) and NaOMe solution (10 mL, 4.9 mmol, 0.5 M in MeOH) was refluxed for 16 h. After the mixture was cooled to r.t., the solvent was evaporated in vacuo. The residue was partitioned between EtOAc and water. 1 M HCl was added until pH was about 3-4. The aqueous layer was extracted with additional EtOAc, and the organic l... The reactants are C(C)OC(=O)C1=CC(=NC=C1)CN1CCC(CC1)NC(C(C1=CC=CC=C1)(O)C1CCCC1)=O (N-[1-(4-ethoxycarbonyl-2-pyridylmethyl)piperidin-4-yl]-2-cyclopentyl-2-hydroxy-2-phenylacetamide), [H-].[Li+].[Al+3].[H-].[H-].[H-] (aluminium lithium hydride), [OH-].[Na+] (sodium hydroxide), S(=O)(=O)([O-])[O-].[Na+].[Na+] (sodium sulfate). Run in O1CCCC1 (tetrahydrofuran). Conditions: time 2 hour. The product is OCC1=CC(=NC=C1)CN1CCC(CC1)NC(C(C1=CC=CC=C1)(O)C1CCCC1)=O (N-[1-(4-hydroxymethyl-2-pyridylmethyl)piperidin-4-yl]-2-cyclopentyl-2-hydroxy-2-phenylacetamide). Yield: 43.0%. As a reaction SMILES: C([O:3][C:4]([C:6]1[CH:11]=[CH:10][N:9]=[C:8]([CH2:12][N:13]2[CH2:18][CH2:17][CH:16]([NH:19][C:20](=[O:34])[C:21]([CH:29]3[CH2:33][CH2:32][CH2:31][CH2:30]3)([OH:28])[C:22]3[CH:27]=[CH:26][CH:25]=[CH:24][CH:23]=3)[CH2:15][CH2:14]2)[CH:7]=1)=O)C.[H-].[Li+].[Al+3].[H-].[H-].[H-].[OH-].[Na+].S([O-])([O-])(=O)=O.[Na+].[Na+]>O1CCCC1>[OH:3][CH2:4][C:6]1[CH:11]=[CH:10][N:9]=[C:8]([CH2:12][N:13]2[CH2:14][CH2:15][CH:16]([NH:19][C:20](=[O:34])[C:21]([CH:29]3[CH2:33][CH2:32][CH2:31][CH2:30]3)([OH:28])[C:22]3[CH:27]=[CH:26][CH:25]=[CH:24][CH:23]=3)[CH2:17][CH2:18]2)[CH:7]=1 |f:1.2.3.4.5.6,7.8,9.10.11|. Procedure details: To a solution of 92 mg of N-[1-(4-ethoxycarbonyl-2-pyridylmethyl)piperidin-4-yl]-2-cyclopentyl-2-hydroxy-2-phenylacetamide in 2 ml of tetrahydrofuran, 15 mg of aluminium lithium hydride was added at 0° C., followed by 2 hours' stirring at room temperature. To the reaction mixture 30 μl of 3N sodium hydroxide solution and anhydrous sodium sulfate were added, and the mixture was filtered with celite. Distilling the solvent off under reduced pressure, the residue was purified by preparative thin la...